This data is from the Open Reaction Database (ORD), a public repository of structured organic reaction records. The task is: describe an organic reaction: reactants, conditions, products, and yield The reactants are BrC=1C=NN2C1N=C(C=C2)N[C@H](CN2C(C1=CC=CC=C1C2=O)=O)C(C)C ((S)-2-(2-(3-bromopyrazolo[1,5-a]pyrimidin-5-ylamino)-3-methylbutyl)isoindoline-1,3-dione), CNN (methylhydrazine). The solvent is CO (methanol). Conditions: time 8 hour. The product is BrC=1C=NN2C1N=C(C=C2)N[C@H](CN)C(C)C ((S)—N2-(3-bromopyrazolo[1,5-a]pyrimidin-5-yl)-3-methylbutane-1,2-diamine). Yield: 82.9%. Reaction SMILES: [Br:1][C:2]1[CH:3]=[N:4][N:5]2[CH:10]=[CH:9][C:8]([NH:11][C@@H:12]([CH:25]([CH3:27])[CH3:26])[CH2:13][N:14]3C(=O)C4C(=CC=CC=4)C3=O)=[N:7][C:6]=12.CNN>CO>[Br:1][C:2]1[CH:3]=[N:4][N:5]2[CH:10]=[CH:9][C:8]([NH:11][C@@H:12]([CH:25]([CH3:27])[CH3:26])[CH2:13][NH2:14])=[N:7][C:6]=12. Procedure details: To a solution of (S)-2-(2-(3-bromopyrazolo[1,5-a]pyrimidin-5-ylamino)-3-methylbutyl)isoindoline-1,3-dione (3.8 g, 8.9 mmol) in methanol was added methylhydrazine (4.1 g, 89 mmol) and the reaction stirred overnight at ambient temperature. The reaction was concentrated and the residue was purified by chromatography, eluting with 10% MeOH/dichloromethane to 5% MeOH solution containing 7M ammonia/dichloromethane to yield (S)—N2-(3-bromopyrazolo[1,5-a]pyrimidin-5-yl)-3-methylbutane-1,2-diamine (2.2 g... The product is CCOc1cc(Cn2cc(CCC(=O)O)c(-c3ccccc3)c2)cc(OCc2nc(-c3ccccc3)oc2C)c1. Reactants: CCOC(=O)CCc1cn(Cc2cc(OCC)cc(OCc3nc(-c4ccccc4)oc3C)c2)cc1-c1ccccc1, CCO, Cl, [Na+], C1CCOC1, [OH-]. As a reaction SMILES: [CH2:1]([CH3:2])[O:3][c:4]1[cH:5][c:6]([CH2:7][n:8]2[cH:9][c:10]([CH2:19][CH2:20][C:21](=[O:22])[O:23][CH2:24][CH3:25])[c:11](-[c:13]3[cH:14][cH:15][cH:16][cH:17][cH:18]3)[cH:12]2)[cH:26][c:27]([O:29][CH2:30][c:31]2[n:32][c:33](-[c:37]3[cH:38][cH:39][cH:40][cH:41][cH:42]3)[o:34][c:35]2[CH3:36])[cH:28]1.[CH3:51][CH2:52][OH:53].[ClH:50].[Na+:44].[O:45]1[CH2:46][CH2:47][CH2:48][CH2:49]1.[OH-:43]>>[CH2:1]([CH3:2])[O:3][c:4]1[cH:5][c:6]([CH2:7][n:8]2[cH:9][c:10]([CH2:19][CH2:20][C:21](=[O:22])[OH:23])[c:11](-[c:13]3[cH:14][cH:15][cH:16][cH:17][cH:18]3)[cH:12]2)[cH:26][c:27]([O:29][CH2:30][c:31]2[n:32][c:33](-[c:37]3[cH:38][cH:39][cH:40][cH:41][cH:42]3)[o:34][c:35]2[CH3:36])[cH:28]1.